This data is from the Open Reaction Database (ORD), a public repository of structured organic reaction records. The task is: describe an organic reaction: reactants, conditions, products, and yield The reactants are COc1ccc2ccc(C#N)cc2c1, COC(Cl)Cl, [Cl-], [Cl-], [Cl-], [Cl-], ClCCl, O, [Ti+4]. The product is COc1ccc2ccc(C#N)cc2c1C=O. RXN SMILES: [C:1](#[N:2])[c:3]1[cH:4][c:5]2[cH:6][c:7]([O:13][CH3:14])[cH:8][cH:9][c:10]2[cH:11][cH:12]1.[CH3:15][O:16][CH:17]([Cl:18])[Cl:19].[Cl-:24].[Cl-:25].[Cl-:26].[Cl-:27].[Cl:21][CH2:22][Cl:23].[OH2:20].[Ti+4:28]>>[C:1](#[N:2])[c:3]1[cH:4][c:5]2[c:6]([CH:15]=[O:16])[c:7]([O:13][CH3:14])[cH:8][cH:9][c:10]2[cH:11][cH:12]1. The reactants are NC=1C(=NC=CN1)C(=O)O (3-Aminopyrazine-2-carboxylic acid), FC(C=1C=C(C=CC1)N=C=O)(F)F (3-trifluoromethylphenylisocyanate). The solvent is CS(=O)C (DMSO). Run at time 8 hour. The product is FC(C=1C=C(C=CC1)NC(NC=1C(=NC=CN1)C(=O)O)=O)(F)F (3-[3-(3-Trifluoromethyl-phenyl)-ureido]-pyrazine-2-carboxylic acid). RXN SMILES: [NH2:1][C:2]1[C:3]([C:8]([OH:10])=[O:9])=[N:4][CH:5]=[CH:6][N:7]=1.[F:11][C:12]([F:23])([F:22])[C:13]1[CH:14]=[C:15]([N:19]=[C:20]=[O:21])[CH:16]=[CH:17][CH:18]=1>CS(C)=O>[F:11][C:12]([F:22])([F:23])[C:13]1[CH:14]=[C:15]([NH:19][C:20](=[O:21])[NH:1][C:2]2[C:3]([C:8]([OH:10])=[O:9])=[N:4][CH:5]=[CH:6][N:7]=2)[CH:16]=[CH:17][CH:18]=1. Procedure: 3-Aminopyrazine-2-carboxylic acid (0.7 g) in DMSO (10 ml) was treated with 3-trifluoromethylphenylisocyanate (0.9 ml), stirred at room temperature overnight and then quenched with water. A gummy residue separated. After decantation the residue was washed thoroughly with water, stirred with NaOH to basic pH, filtered and chromatographied on silica with CH2Cl2:MeOH:acetone (4:1:1) followed by CH2Cl2:MeOH:NH4OH (40:9:1) when the product started coming off the column. This gave 3-[3-(3-trifluorometh... Reactants: CC=1NC=CC1C (2,3-dimethyl-pyrrole), CC1OC(OC(O1)C)C (paraldehyde), product, I (hydriodic acid), [PH2](=O)O (hypophosphorous acid), C(C)(=O)O (acetic acid). The product is CC=1NC(=C(C1C)CC)CC (2,3-Dimethyl-4,5-diethyl-pyrrole). RXN SMILES: [CH3:1][C:2]1[NH:3][CH:4]=[CH:5][C:6]=1[CH3:7].I.[PH2](O)=O.[CH3:12][CH:13]1OC(C)OC(C)O1.[C:21](O)(=O)[CH3:22]>>[CH3:1][C:2]1[NH:3][C:4]([CH2:21][CH3:22])=[C:5]([CH2:12][CH3:13])[C:6]=1[CH3:7]. Procedure: As in Example 58, using 2,3-dimethyl-pyrrole (1.6 g), acetic acid (40 ml), hydriodic acid (40 ml), hypophosphorous acid (8 ml) and paraldehyde (1.4 ml). The product (48%) was an oil, b.p. 45°-47° (0.05 mm). Anal. Calc. for C10H17N: C, 79.40; H, 11.34; N, 9.26. Found: C, 79.09; H, 11.27; N, 9.37. The reactants are NC1=CC=C2C(=N1)C(=CN2)C=2CCN(CC2)CCC2=CC=CC=C2 (5-amino-3-(1-(2-phenyleth-1-yl)-1,2,3,6-tetrahydropyridin-4-yl)pyrrolo[3,2-b]pyridine), C(C)(=O)Cl (acetyl chloride). Yields the product C(C)(=O)NC1=CC=C2C(=N1)C(=CN2)C=2CCN(CC2)CCC2=CC=CC=C2 (5-(N-[acetyl]amino)-3-(1-(2-phenyleth-1-yl)-1,2,3,6-tetrahydropyridin-4-yl)pyrrolo[3,2-b]pyridine). As a reaction SMILES: [NH2:1][C:2]1[N:7]=[C:6]2[C:8]([C:11]3[CH2:12][CH2:13][N:14]([CH2:17][CH2:18][C:19]4[CH:24]=[CH:23][CH:22]=[CH:21][CH:20]=4)[CH2:15][CH:16]=3)=[CH:9][NH:10][C:5]2=[CH:4][CH:3]=1.[C:25](Cl)(=[O:27])[CH3:26]>>[C:25]([NH:1][C:2]1[N:7]=[C:6]2[C:8]([C:11]3[CH2:12][CH2:13][N:14]([CH2:17][CH2:18][C:19]4[CH:20]=[CH:21][CH:22]=[CH:23][CH:24]=4)[CH2:15][CH:16]=3)=[CH:9][NH:10][C:5]2=[CH:4][CH:3]=1)(=[O:27])[CH3:26]. Procedure: Beginning with 0.015 gm (0.047 mMol) 5-amino-3-(1-(2-phenyleth-1-yl)-1,2,3,6-tetrahydropyridin-4-yl)pyrrolo[3,2-b]pyridine and 0.004 mL (0.061 mMol) acetyl chloride, the title compound was prepared essentially by the procedure described in Example 7. Reactants: BrC1=CC=CC2=C1C=C(O2)CC2N(CCCC2)C(=O)C=2N=C(SC2C2=CC=C(C=C2)F)C ((RS)-1-[2-(4-bromo-benzofuran-2-ylmethyl)-piperidin-1-yl]1-[5-(4-fluoro-phenyl)-2-methyl-thiazol-4-yl]-methanone), CCN(CC)C1=CC=C(C=C1)C(=C2C=CC(=[N+](CC)CC)C=C2)C3=CC(=C(C=C3S(=O)(=O)[O-])S(=O)(=O)[O-])O.CCN(CC)C1=CC=C(C=C1)C(=C2C=CC(=[N+](CC)CC)C=C2)C3=CC(=C(C=C3S(=O)(=O)[O-])S(=O)(=O)[O-])O.[Ca+2] (E131), [Cu]C#N (copper(I)cyanide). Yields the product C(#N)C1=CC=CC2=C1C=C(O2)CC2N(CCCC2)C(=O)C=2N=C(SC2C2=CC=C(C=C2)F)C ((RS)-1-[2-(4-Cyano-benzofuran-2-ylmethyl)-piperidin-1-yl]-1-[5-(4-fluoro-phenyl)-2-methyl-thiazol-4-yl]-methanone). As a reaction SMILES: Br[C:2]1[C:7]2[CH:8]=[C:9]([CH2:11][CH:12]3[CH2:17][CH2:16][CH2:15][CH2:14][N:13]3[C:18]([C:20]3[N:21]=[C:22]([CH3:32])[S:23][C:24]=3[C:25]3[CH:30]=[CH:29][C:28]([F:31])=[CH:27][CH:26]=3)=[O:19])[O:10][C:6]=2[CH:5]=[CH:4][CH:3]=1.C[CH2:34][N:35](C1C=CC(C(C2C(S([O-])(=O)=O)=CC(S([O-])(=O)=O)=C(O)C=2)=C2C=CC(=[N+](CC)CC)C=C2)=CC=1)CC.CCN(C1C=CC(C(C2C(S([O-])(=O)=O)=CC(S([O-])(=O)=O)=C(O)C=2)=C2C=CC(=[N+](CC)CC)C=C2)=CC=1)CC.[Ca+2].[Cu]C#N>>[C:34]([C:2]1[C:7]2[CH:8]=[C:9]([CH2:11][CH:12]3[CH2:17][CH2:16][CH2:15][CH2:14][N:13]3[C:18]([C:20]3[N:21]=[C:22]([CH3:32])[S:23][C:24]=3[C:25]3[CH:30]=[CH:29][C:28]([F:31])=[CH:27][CH:26]=3)=[O:19])[O:10][C:6]=2[CH:5]=[CH:4][CH:3]=1)#[N:35] |f:1.2.3|. Procedure details: The title compound (80 mg) was prepared from (RS)-1-[2-(4-bromo-benzofuran-2-ylmethyl)-piperidin-1-yl]1-[5-(4-fluoro-phenyl)-2-methyl-thiazol-4-yl]-methanone, E131 (400 mg) and copper(I)cyanide according to a procedure similar to that described for Example 67.